describe an organic reaction: reactants, conditions, products, and yield From a dataset of the Open Reaction Database (ORD), a public repository of structured organic reaction records. The reactants are CCOC(=O)COc1ccc(CBr)cc1, c1ccc(P(c2ccccc2)c2ccccc2)cc1, c1ccccc1. Product: [Br-], CCOC(=O)COc1ccc(C[P+](c2ccccc2)(c2ccccc2)c2ccccc2)cc1. RXN SMILES: [Br:1][CH2:2][c:3]1[cH:4][cH:5][c:6]([O:7][CH2:8][C:9](=[O:10])[O:11][CH2:12][CH3:13])[cH:14][cH:15]1.[c:16]1([P:22]([c:23]2[cH:24][cH:25][cH:26][cH:27][cH:28]2)[c:29]2[cH:30][cH:31][cH:32][cH:33][cH:34]2)[cH:17][cH:18][cH:19][cH:20][cH:21]1.[cH:35]1[cH:36][cH:37][cH:38][cH:39][cH:40]1>>[Br-:1].[CH2:2]([c:3]1[cH:4][cH:5][c:6]([O:7][CH2:8][C:9](=[O:10])[O:11][CH2:12][CH3:13])[cH:14][cH:15]1)[P+:22]([c:16]1[cH:17][cH:18][cH:19][cH:20][cH:21]1)([c:23]1[cH:24][cH:25][cH:26][cH:27][cH:28]1)[c:29]1[cH:30][cH:31][cH:32][cH:33][cH:34]1. Starting materials: N[C@@H]1CCCC=2C(=CN=CC12)C=1C=C2CCC(N(C2=CC1)C)=O ((R)-6-(8-Amino-5,6,7,8-tetrahydroisoquinolin-4-yl)-1-methyl-3,4-dihydroquinolin-2(1H)-one), C1(CC1)C(=O)Cl (cyclopropanecarbonyl chloride). Product: CN1C(CCC2=CC(=CC=C12)C1=CN=CC=2[C@@H](CCCC12)NC(=O)C1CC1)=O (Cyclopropanecarboxylic acid [(R)-4-(1-methyl-2-oxo-1,2,3,4-tetrahydro-quinolin-6-yl)-5,6,7,8-tetrahydro-isoquinolin-8-yl]-amide). RXN SMILES: [NH2:1][C@H:2]1[C:11]2[CH:10]=[N:9][CH:8]=[C:7]([C:12]3[CH:13]=[C:14]4[C:19](=[CH:20][CH:21]=3)[N:18]([CH3:22])[C:17](=[O:23])[CH2:16][CH2:15]4)[C:6]=2[CH2:5][CH2:4][CH2:3]1.[CH:24]1([C:27](Cl)=[O:28])[CH2:26][CH2:25]1>>[CH3:22][N:18]1[C:19]2[C:14](=[CH:13][C:12]([C:7]3[C:6]4[CH2:5][CH2:4][CH2:3][C@@H:2]([NH:1][C:27]([CH:24]5[CH2:26][CH2:25]5)=[O:28])[C:11]=4[CH:10]=[N:9][CH:8]=3)=[CH:21][CH:20]=2)[CH2:15][CH2:16][C:17]1=[O:23]. Procedure details: In analogy to the procedure described for the preparation of intermediate B-1, reaction of (R)-6-(8-amino-5,6,7,8-tetrahydroisoquinolin-4-yl)-1-methyl-3,4-dihydroquinolin-2(1H)-one (example 61) with cyclopropanecarbonyl chloride gave the title compound as a light yellow solid. MS: 376.5 (M+H+). Reactants: O=C1CCCCC(=O)O1, O=C(OCc1ccccc1)C1CCCN1, CCOC(=O)C1CCCN1, CN1CCOCC1, CCN=C=NCCCN(C)C, ClCCl, Cl, Cl, On1nnc2ccccc21. The product is CCOC(=O)C1CCCN1C(=O)CCCCC(=O)N1CCCC1C(=O)OCc1ccccc1. RXN SMILES: [C:1]1(=[O:9])[CH2:2][CH2:3][CH2:4][CH2:5][C:6](=[O:7])[O:8]1.[CH2:11]([c:12]1[cH:13][cH:14][cH:15][cH:16][cH:17]1)[O:18][C:19]([CH:20]1[NH:21][CH2:22][CH2:23][CH2:24]1)=[O:25].[CH2:55]([CH3:56])[O:57][C:58]([CH:59]1[NH:60][CH2:61][CH2:62][CH2:63]1)=[O:64].[CH3:26][N:27]1[CH2:28][CH2:29][O:30][CH2:31][CH2:32]1.[CH3:44][N:45]([CH3:46])[CH2:47][CH2:48][CH2:49][N:50]=[C:51]=[N:52][CH2:53][CH3:54].[Cl:65][CH2:66][Cl:67].[ClH:10].[ClH:43].[OH:33][n:34]1[c:35]2[cH:36][cH:37][cH:38][cH:39][c:40]2[n:41][n:42]1>>[C:1]([CH2:2][CH2:3][CH2:4][CH2:5][C:6](=[O:7])[N:60]1[CH:59]([C:58]([O:57][CH2:55][CH3:56])=[O:64])[CH2:63][CH2:62][CH2:61]1)(=[O:8])[N:21]1[CH:20]([C:19]([O:18][CH2:11][c:12]2[cH:13][cH:14][cH:15][cH:16][cH:17]2)=[O:25])[CH2:24][CH2:23][CH2:22]1. The reactants are CCOC(=O)C (EtOAc), Cl (HCl), CS(=O)C1=NC=CC(=N1)C=1C(=NN2C1C=CC=C2)C2=CC(=CC=C2)[N+](=O)[O-] (3-[2-(Methylsulfinyl)-4-pyrimidinyl]-2-(3-nitrophenyl)pyrazolo[1,5-a]pyridine), NC1=CC=CC=C1 (aniline). Run at temperature 100 celsius. The product is [N+](=O)([O-])C=1C=C(C=CC1)C1=NN2C(C=CC=C2)=C1C1=NC(=NC=C1)NC1=CC=CC=C1 (4-[2-(3-Nitrophenyl)pyrazolo[1,5-a]pyridin-3-yl]-N-phenyl-2-pyrimidinamine). The yield is 52.0%. As a reaction SMILES: CS([C:4]1[N:9]=[C:8]([C:10]2[C:11]([C:19]3[CH:24]=[CH:23][CH:22]=[C:21]([N+:25]([O-:27])=[O:26])[CH:20]=3)=[N:12][N:13]3[CH:18]=[CH:17][CH:16]=[CH:15][C:14]=23)[CH:7]=[CH:6][N:5]=1)=O.CCOC(C)=O.Cl.[NH2:35][C:36]1[CH:41]=[CH:40][CH:39]=[CH:38][CH:37]=1>>[N+:25]([C:21]1[CH:20]=[C:19]([C:11]2[C:10]([C:8]3[CH:7]=[CH:6][N:5]=[C:4]([NH:35][C:36]4[CH:41]=[CH:40][CH:39]=[CH:38][CH:37]=4)[N:9]=3)=[C:14]3[CH:15]=[CH:16][CH:17]=[CH:18][N:13]3[N:12]=2)[CH:24]=[CH:23][CH:22]=1)([O-:27])=[O:26]. Reported procedure: 3-[2-(Methylsulfinyl)-4-pyrimidinyl]-2-(3-nitrophenyl)pyrazolo[1,5-a]pyridine (1.5 g, 3.9 mmol) was dissolved in aniline (5 mL). The dark mixture was heated at 100° C. for 5 h. The mixture was cooled and EtOAc (20 mL) and 1N HCl (10 mL) was added. The aqueous layer was extracted with EtOAc (20 mL) and the organic extracts combined, washed with 1N HCl, (15 mL), brine (10 mL), dried over MgSO4 and filtered. The organic solvent was removed in vacuo. The crude material was purified by silica gel chr... Reactants: CC(=O)OC(C)=O, CCN(C(C)C)C(C)C, ClCCl, Cl, c1csc(-c2noc(C3CC[NH2+]CC3)n2)c1. The product is CC(=O)N1CCC(c2nc(-c3cccs3)no2)CC1. Reaction SMILES: [CH3:27][C:28](=[O:29])[O:30][C:31](=[O:32])[CH3:33].[CH:18]([N:19]([CH:20]([CH3:21])[CH3:22])[CH2:23][CH3:24])([CH3:25])[CH3:26].[Cl:34][CH2:35][Cl:36].[ClH:1].[s:2]1[c:3](-[c:7]2[n:8][o:9][c:10]([CH:12]3[CH2:13][CH2:14][NH2+:15][CH2:16][CH2:17]3)[n:11]2)[cH:4][cH:5][cH:6]1>>[s:2]1[c:3](-[c:7]2[n:8][o:9][c:10]([CH:12]3[CH2:13][CH2:14][N:15]([C:28]([CH3:27])=[O:29])[CH2:16][CH2:17]3)[n:11]2)[cH:4][cH:5][cH:6]1.